Dataset: the Open Reaction Database (ORD), a public repository of structured organic reaction records. Task: describe an organic reaction: reactants, conditions, products, and yield Starting materials: CCOC(=O)NN, O=C(Cc1cccnc1C(F)(F)F)c1cc(OCc2ccccc2)c(OCc2ccccc2)c([N+](=O)[O-])c1, Cc1ccccc1, O, Cc1ccc(S(=O)(=O)O)cc1. Product: CCOC(=O)NN=C(Cc1cccnc1C(F)(F)F)c1cc(OCc2ccccc2)c(OCc2ccccc2)c([N+](=O)[O-])c1. RXN SMILES: [C:39]([NH:40][NH2:41])(=[O:42])[O:43][CH2:44][CH3:45].[CH2:1]([c:2]1[cH:3][cH:4][cH:5][cH:6][cH:7]1)[O:8][c:9]1[cH:10][c:11]([C:26]([CH2:27][c:28]2[c:29]([C:34]([F:35])([F:36])[F:37])[n:30][cH:31][cH:32][cH:33]2)=[O:38])[cH:12][c:13]([N+:23](=[O:24])[O-:25])[c:14]1[O:15][CH2:16][c:17]1[cH:18][cH:19][cH:20][cH:21][cH:22]1.[CH3:58][c:59]1[cH:60][cH:61][cH:62][cH:63][cH:64]1.[OH2:57].[c:46]1([CH3:47])[cH:48][cH:49][c:50]([S:51]([OH:52])(=[O:53])=[O:54])[cH:55][cH:56]1>>[CH2:1]([c:2]1[cH:3][cH:4][cH:5][cH:6][cH:7]1)[O:8][c:9]1[cH:10][c:11]([C:26]([CH2:27][c:28]2[c:29]([C:34]([F:35])([F:36])[F:37])[n:30][cH:31][cH:32][cH:33]2)=[N:41][NH:40][C:39](=[O:42])[O:43][CH2:44][CH3:45])[cH:12][c:13]([N+:23](=[O:24])[O-:25])[c:14]1[O:15][CH2:16][c:17]1[cH:18][cH:19][cH:20][cH:21][cH:22]1. Reactants: solution, C1(=CC=CC=C1)P(C1=CC=CC=C1)C1=CC=CC=C1 (triphenylphosphine), N(=NC(=O)OCC)C(=O)OCC (diethyl azodicarboxylate), C1CC2CCC(C3=CC=CC1=C23)N2CCC(CC2)N2C(N(C3=C2C=CC=C3)CCCO)=O (1-[1-(1,2,2a,3,4,5-Hexahydroacenaphthylen-5-yl)piperidin-4-yl]-3-(3-hydroxypropyl)-1,3-dihydro-2H-benzimidazol-2-one), S1C(NC(C1)=O)=O (2,4-thiazolidinedione). Solvent: C1(=CC=CC=C1)C (toluene), C1CCOC1 (THF). Conditions: temperature 50 celsius, time 2 hour. The product is C1CC2CCC(C3=CC=CC1=C23)N2CCC(CC2)N2C(N(C3=C2C=CC=C3)CCCN3C(SCC3=O)=O)=O (3-{3-{3-[1-(1,2,2a,3,4,5-hexahydroacenaphthylen-5-yl)piperidin-4-yl]-2,3-dihydro-2-oxo-benzimidazol-1-yl}propyl}thiazolidine-2,4-dione). Reaction SMILES: [CH2:1]1[C:11]2=[C:12]3[C:7](=[CH:8][CH:9]=[CH:10]2)[CH:6]([N:13]2[CH2:18][CH2:17][CH:16]([N:19]4[C:23]5[CH:24]=[CH:25][CH:26]=[CH:27][C:22]=5[N:21]([CH2:28][CH2:29][CH2:30]O)[C:20]4=[O:32])[CH2:15][CH2:14]2)[CH2:5][CH2:4][CH:3]3[CH2:2]1.[S:33]1[CH2:37][C:36](=[O:38])[NH:35][C:34]1=[O:39].C1(P(C2C=CC=CC=2)C2C=CC=CC=2)C=CC=CC=1.N(C(OCC)=O)=NC(OCC)=O>C1COCC1.C1(C)C=CC=CC=1>[CH2:1]1[C:11]2=[C:12]3[C:7](=[CH:8][CH:9]=[CH:10]2)[CH:6]([N:13]2[CH2:18][CH2:17][CH:16]([N:19]4[C:23]5[CH:22]=[CH:27][CH:26]=[CH:25][C:24]=5[N:21]([CH2:28][CH2:29][CH2:30][N:35]5[C:36](=[O:38])[CH2:37][S:33][C:34]5=[O:39])[C:20]4=[O:32])[CH2:15][CH2:14]2)[CH2:5][CH2:4][CH:3]3[CH2:2]1. Reported procedure: 1-[1-(1,2,2a,3,4,5-Hexahydroacenaphthylen-5-yl)piperidin-4-yl]-3-(3-hydroxypropyl)-1,3-dihydro-2H-benzimidazol-2-one and 2,4-thiazolidinedione (314 mg) were dissolved in THF (25 ml), 40% solution (1.22 ml) of triphenylphosphine (702 mg) and diethyl azodicarboxylate (DEAD) in toluene was added, and the mixture was stirred at 50° C. for 2 hr. The reaction mixture was concentrated under reduced pressure, and the obtained residue was purified by silica gel column chromatography (hexane/ethyl acetate... The reactants are ClC1=CC=2C(C3=CC=CC=C3OC2C=C1)=C1CCNCC1 (4-(2-chloro-9-xanthenylidene)piperidine), CS(=O)(=O)O (methanesulfonic acid), C(C)(=O)OC(C)=O (acetic anhydride), C([O-])([O-])=O.[K+].[K+] (potassium carbonate). Solvent: O (water), CC(=O)C (Acetone). Conditions: time 1 hour. The product is CS(=O)(=O)O.ClC1=CC=2C(C3=CC=CC=C3OC2C=C1)=C1CCN(CC1)CC (4-(2-chloro-9-xanthenylidene)-1-ethylpiperidine methanesulfonate). As a reaction SMILES: [Cl:1][C:2]1[CH:15]=[CH:14][C:13]2[O:12][C:11]3[C:6](=[CH:7][CH:8]=[CH:9][CH:10]=3)[C:5](=[C:16]3[CH2:21][CH2:20][NH:19][CH2:18][CH2:17]3)[C:4]=2[CH:3]=1.[C:22](OC(=O)C)(=O)[CH3:23].C(=O)([O-])[O-].[K+].[K+].[CH3:35][S:36]([OH:39])(=[O:38])=[O:37]>O.CC(C)=O>[CH3:35][S:36]([OH:39])(=[O:38])=[O:37].[Cl:1][C:2]1[CH:15]=[CH:14][C:13]2[O:12][C:11]3[C:6](=[CH:7][CH:8]=[CH:9][CH:10]=3)[C:5](=[C:16]3[CH2:21][CH2:20][N:19]([CH2:22][CH3:23])[CH2:18][CH2:17]3)[C:4]=2[CH:3]=1 |f:2.3.4,8.9|. Procedure details: A solution of 4-(2-chloro-9-xanthenylidene)piperidine (2.0 g., 6.75 mmol) in 5 ml. of acetic anhydride is heated on a steam bath for 2.5 hours. Acetone (30 ml.) and 50 ml. and 20% aqueous potassium carbonate is added to the cooled solution and the mixture stirred for one hour. Additional water is added and the mixture is extracted with ether. The extract is washed with 1N hydrochloric acid, water and dried. The solvent is evaporated to give the crude amide, 2.2 g. (recrystallized amide m.p. 165°... Starting materials: C(C)(C)(C)OC(NC1=C(C=C(C=C1)Cl)NC(CC(=O)C1=CC(=CC=C1)C=1C(=NC=CC1)C)=O)=O ((4-Chloro-2-{3-[3-(2-methyl-pyridin-3-yl)-phenyl]-3-oxo-propionylamino}-phenyl)-carbamic acid tert-butyl ester), C(=O)(C(F)(F)F)O (TFA). The solvent is C(Cl)Cl (CH2Cl2). Yields the product ClC=1C=CC2=C(NC(CC(=N2)C2=CC(=CC=C2)C=2C(=NC=CC2)C)=O)C1 (8-Chloro-4-[3-(2-methyl-pyridin-3-yl)-phenyl]-1,3-dihydro-benzo[b][1,4]diazepin-2-one), solid. As a reaction SMILES: C(OC(=O)[NH:7][C:8]1[CH:13]=[CH:12][C:11]([Cl:14])=[CH:10][C:9]=1[NH:15][C:16](=[O:33])[CH2:17][C:18]([C:20]1[CH:25]=[CH:24][CH:23]=[C:22]([C:26]2[C:27]([CH3:32])=[N:28][CH:29]=[CH:30][CH:31]=2)[CH:21]=1)=O)(C)(C)C.C(O)(C(F)(F)F)=O>C(Cl)Cl>[Cl:14][C:11]1[CH:12]=[CH:13][C:8]2[N:7]=[C:18]([C:20]3[CH:25]=[CH:24][CH:23]=[C:22]([C:26]4[C:27]([CH3:32])=[N:28][CH:29]=[CH:30][CH:31]=4)[CH:21]=3)[CH2:17][C:16](=[O:33])[NH:15][C:9]=2[CH:10]=1. Procedure details: The title compound was prepared from (4-chloro-2-{3-[3-(2-methyl-pyridin-3-yl)-phenyl]-3-oxo-propionylamino}-phenyl)-carbamic acid tert-butyl ester (Example M29) (216 mg, 0.45 mmol) by treatment with TFA in CH2Cl2 according to the general procedure N. Obtained as a light brown solid (121 mg). Reactants: CC(C)O, O=[N+]([O-])c1ccc2ncnc(Cl)c2c1, Nc1ccccc1. Yields the product O=[N+]([O-])c1ccc2ncnc(Nc3ccccc3)c2c1. Reaction SMILES: [CH:22]([OH:23])([CH3:24])[CH3:25].[Cl:8][c:9]1[n:10][cH:11][n:12][c:13]2[cH:14][cH:15][c:16]([N+:19](=[O:20])[O-:21])[cH:17][c:18]12.[NH2:1][c:2]1[cH:3][cH:4][cH:5][cH:6][cH:7]1>>[NH:1]([c:2]1[cH:3][cH:4][cH:5][cH:6][cH:7]1)[c:9]1[n:10][cH:11][n:12][c:13]2[cH:14][cH:15][c:16]([N+:19](=[O:20])[O-:21])[cH:17][c:18]12. Starting materials: O1CC1COC1=CC=CC2=CC=CC=C12 (1,2-epoxy-3-(1-naphthyloxy)propane), amine, N1CCCC1 (pyrrolidine). Solvent: CO (methanol). Yields the product N1(CCCC1)CC(COC1=CC=CC2=CC=CC=C12)O (3-(1-Pyrrolidinyl)-1-(1-naphthyloxy)-2-propanol). RXN SMILES: [O:1]1[CH:3]([CH2:4][O:5][C:6]2[C:15]3[C:10](=[CH:11][CH:12]=[CH:13][CH:14]=3)[CH:9]=[CH:8][CH:7]=2)[CH2:2]1.[NH:16]1[CH2:20][CH2:19][CH2:18][CH2:17]1>CO>[N:16]1([CH2:2][CH:3]([OH:1])[CH2:4][O:5][C:6]2[C:15]3[C:10](=[CH:11][CH:12]=[CH:13][CH:14]=3)[CH:9]=[CH:8][CH:7]=2)[CH2:20][CH2:19][CH2:18][CH2:17]1. Procedure: A solution of 1,2-epoxy-3-(1-naphthyloxy)propane (62.0 g) and the amine of formula NHR2R3, pyrrolidine (23.5 g), in methanol (250 ml) is heated at reflux for two hours. The reaction mixture is concentrated to dryness. The oily residue is crystallized from chloroform and diethyl ether by the addition of hexane to give the title compound, mp 68°-70° C. Starting materials: CCCCCCCCc1ccc(N)cc1, CCOCC, CC(C)(C)OC(=O)NC1(C=O)COC(C)(C)OC1, ClCCCl. Reaction SMILES: [CH2:1]([CH2:2][CH2:3][CH2:4][CH2:5][CH2:6][CH2:7][CH3:8])[c:9]1[cH:10][cH:11][c:12]([NH2:13])[cH:14][cH:15]1.[CH3:38][CH2:39][O:40][CH2:41][CH3:42].[CH:16](=[O:17])[C:18]1([NH:26][C:27]([O:28][C:29]([CH3:30])([CH3:31])[CH3:32])=[O:33])[CH2:19][O:20][C:21]([CH3:24])([CH3:25])[O:22][CH2:23]1.[Cl:34][CH2:35][CH2:36][Cl:37]>>[CH2:1]([CH2:2][CH2:3][CH2:4][CH2:5][CH2:6][CH2:7][CH3:8])[c:9]1[cH:10][cH:11][c:12]([NH:13][CH2:16][C:18]2([NH:26][C:27]([O:28][C:29]([CH3:30])([CH3:31])[CH3:32])=[O:33])[CH2:19][O:20][C:21]([CH3:24])([CH3:25])[O:22][CH2:23]2)[cH:14][cH:15]1. Yields the product CCCCCCCCc1ccc(NCC2(NC(=O)OC(C)(C)C)COC(C)(C)OC2)cc1. The reactants are [OH-].[Na+] (sodium hydroxide), C(C)(C)(C)C1=C(C=CC=C1)O (o-tert-butylphenol), C(Cl)(Cl)Cl (Chloroform), Cl (hydrochloric acid). Solvent: O (water), O (water). Run at time 1 hour. Yields the product C(C)(C)(C)C=1C=C(C=O)C=CC1O (3-tert-butyl-4-hydroxybenzaldehyde). As a reaction SMILES: [CH:1](Cl)(Cl)Cl.[OH-:5].[Na+].[C:7]([C:11]1[CH:16]=[CH:15][CH:14]=[CH:13][C:12]=1[OH:17])([CH3:10])([CH3:9])[CH3:8].Cl>O>[C:7]([C:11]1[CH:16]=[C:15]([CH:14]=[CH:13][C:12]=1[OH:17])[CH:1]=[O:5])([CH3:10])([CH3:8])[CH3:9] |f:1.2|. Procedure: Chloroform (95 gm) was added dropwise with mechanical stirring to a mixture of sodium hydroxide (120 gm), water (120 gm) methanol (50 ml) and o-tert-butylphenol (100 gm) over 2 hours at 50° C. The mixture was stirred at 50° for 1 hour and then poured into water (600 ml) and acidified to pH5 with concentrated hydrochloric acid. The oily layer that formed was collected and steam distilled. The residue from the steam distillation was taken into chloroform (200 ml) and extracted with 2N sodium hydro... The reactants are FC1=C(C(=O)CCC(=O)O)C=CC(=C1)NC(C)=O (3-(2-fluoro-4-acetamidobenzoyl)propionic acid), S(O)(O)(=O)=O (sulfuric acid), C(C)(=O)[O-].[Na+] (sodium acetate). RXN SMILES: [F:1][C:2]1[CH:14]=[C:13]([NH:15]C(=O)C)[CH:12]=[CH:11][C:3]=1[C:4]([CH2:6][CH2:7][C:8]([OH:10])=[O:9])=[O:5].S(=O)(=O)(O)O.[C:24]([O-])(=O)C.[Na+]>CO>[F:1][C:2]1[CH:14]=[C:13]([NH2:15])[CH:12]=[CH:11][C:3]=1[C:4]([CH2:6][CH2:7][C:8]([O:10][CH3:24])=[O:9])=[O:5] |f:2.3|. Run at temperature 35 celsius. Reported procedure: A mixture of 35 g. of 3-(2-fluoro-4-acetamidobenzoyl)propionic acid, 700 ml. of methanol and 1.4 ml. of concentrated sulfuric acid is refluxed for 76 hours. The solution is cooled to 35° C. and poured onto 7 g. of anhydrous sodium acetate while stirring. The reaction mixture is stirred in an ice-bath. The solid is collected and washed with cold methanol to yield methyl 3-(2-fluoro-4-aminobenzoyl)propionate as a white solid. A mixture of this solid, 9.2 g. of hexadecyl bromide and 4.2 g. of potas... Solvent: CO (methanol). The product is FC1=C(C(=O)CCC(=O)OC)C=CC(=C1)N (methyl 3-(2-fluoro-4-aminobenzoyl)propionate).